Dataset: the Open Reaction Database (ORD), a public repository of structured organic reaction records. Task: describe an organic reaction: reactants, conditions, products, and yield Reactants: CCOC(=O)c1ccc(CN2CCN(c3cc(-c4ccccc4)c4ccc(=O)ccn34)CC2)cc1, CCO, [K+], [OH-], O. The product is O=C(O)c1ccc(CN2CCN(c3cc(-c4ccccc4)c4ccc(=O)ccn34)CC2)cc1. Reaction SMILES: [CH2:1]([CH3:2])[O:3][C:4](=[O:5])[c:6]1[cH:7][cH:8][c:9]([CH2:10][N:11]2[CH2:12][CH2:13][N:14]([c:17]3[cH:18][c:19](-[c:28]4[cH:29][cH:30][cH:31][cH:32][cH:33]4)[c:20]4[n:21]3[cH:22][cH:23][c:24](=[O:27])[cH:25][cH:26]4)[CH2:15][CH2:16]2)[cH:34][cH:35]1.[CH2:36]([OH:37])[CH3:38].[K+:40].[OH-:39].[OH2:41]>>[O:3]=[C:4]([OH:5])[c:6]1[cH:7][cH:8][c:9]([CH2:10][N:11]2[CH2:12][CH2:13][N:14]([c:17]3[cH:18][c:19](-[c:28]4[cH:29][cH:30][cH:31][cH:32][cH:33]4)[c:20]4[n:21]3[cH:22][cH:23][c:24](=[O:27])[cH:25][cH:26]4)[CH2:15][CH2:16]2)[cH:34][cH:35]1. The reactants are C(C)(=O)SC(CC(=O)NCC(=O)O)C(CC(C)C)C(=O)N[C@@H](CC1=CC=C(C=C1)OC)C(=O)NC (2-[3-acetylmercapto-6-methyl-4-[[[1-(S)-[(methylamino)carbonyl]-2-(4-methoxyphenyl)ethyl]amino]carbonyl]heptanoylamino]ethanoic acid), N (ammonia). The solvent is CO (methanol). Product: SC(CC(=O)NCC(=O)O)C(CC(C)C)C(=O)N[C@@H](CC1=CC=C(C=C1)OC)C(=O)NC (2-[3-Mercapto-6-methyl-4-[[[1-(S)-[(methylamino)carbonyl]-2-(4-methoxyphenyl)ethyl]amino]carbonyl]heptanoylamino]ethanoic acid). Reaction SMILES: C([S:4][CH:5]([CH:14]([C:19]([NH:21][C@H:22]([C:32]([NH:34][CH3:35])=[O:33])[CH2:23][C:24]1[CH:29]=[CH:28][C:27]([O:30][CH3:31])=[CH:26][CH:25]=1)=[O:20])[CH2:15][CH:16]([CH3:18])[CH3:17])[CH2:6][C:7]([NH:9][CH2:10][C:11]([OH:13])=[O:12])=[O:8])(=O)C.N>CO>[SH:4][CH:5]([CH:14]([C:19]([NH:21][C@H:22]([C:32]([NH:34][CH3:35])=[O:33])[CH2:23][C:24]1[CH:29]=[CH:28][C:27]([O:30][CH3:31])=[CH:26][CH:25]=1)=[O:20])[CH2:15][CH:16]([CH3:17])[CH3:18])[CH2:6][C:7]([NH:9][CH2:10][C:11]([OH:13])=[O:12])=[O:8]. Reported procedure: A solution of 2-[3-acetylmercapto-6-methyl-4-[[[1-(S)-[(methylamino)carbonyl]-2-(4-methoxyphenyl)ethyl]amino]carbonyl]heptanoylamino]ethanoic acid (E14, Isomer A; 15 mg, 0.029 mmol) in nitrogen-purged methanol (5 ml) was cooled in ice and treated with 35% aqueous ammonia (0.3 ml). After 2 h the solvents were evaporated in vacuo and the residue was triturated with ethyl acetate to give the title compound as a single isomer (Isomer A), 11 mg (80%), mp 228°-231° C. Reactants: C(C1=CC=CC=C1)N1C(=NC2=C1C(N(C=1N2N=C(N1)CO)CC)=O)C1CCCC1 (6-benzyl-7-cyclopentyl-4-ethyl-2-hydroxymethyl-imidazo[4,5-e]-s-triazolo[1,5-a]pyrimidin-5-one), [Cr](=O)(=O)([O-])O[Cr](=O)(=O)[O-].[NH+]1=CC=CC=C1.[NH+]1=CC=CC=C1 (pyridinium dichromate). Run in ClCCl (dichloromethane). Reaction conditions: time 24 hour. Product: C(C1=CC=CC=C1)N1C(=NC2=C1C(N(C=1N2N=C(N1)C=O)CC)=O)C1CCCC1 (6-benzyl-7-cyclopentyl-4-ethyl-2-formyl-imidazo[4,5-e]-s-triazolo[1,5-a]pyrimidin-5-one). Reaction SMILES: [CH2:1]([N:8]1[C:12]2[C:13](=[O:24])[N:14]([CH2:22][CH3:23])[C:15]3[N:16]([N:17]=[C:18]([CH2:20][OH:21])[N:19]=3)[C:11]=2[N:10]=[C:9]1[CH:25]1[CH2:29][CH2:28][CH2:27][CH2:26]1)[C:2]1[CH:7]=[CH:6][CH:5]=[CH:4][CH:3]=1.[Cr](O[Cr]([O-])(=O)=O)([O-])(=O)=O.[NH+]1C=CC=CC=1.[NH+]1C=CC=CC=1>ClCCl>[CH2:1]([N:8]1[C:12]2[C:13](=[O:24])[N:14]([CH2:22][CH3:23])[C:15]3[N:16]([N:17]=[C:18]([CH:20]=[O:21])[N:19]=3)[C:11]=2[N:10]=[C:9]1[CH:25]1[CH2:26][CH2:27][CH2:28][CH2:29]1)[C:2]1[CH:3]=[CH:4][CH:5]=[CH:6][CH:7]=1 |f:1.2.3|. Procedure: 0.3 g of 6-benzyl-7-cyclopentyl-4-ethyl-2-hydroxymethyl-imidazo[4,5-e]-s-triazolo[1,5-a]pyrimidin-5-one (for preparation see Synthesis Example I) are dissolved in 1.1 ml of dichloromethane and 0.45 g of pyridinium dichromate are added. The brown suspension obtained is stirred for about 24 hours at ambient temperature. The solvent is distilled off and the residue remaining is stirred with an ethyl acetate/cyclohexane mixture (2:1.5 ml). The clear, light yellow supernatant solution is filtered thr... Starting materials: Cl.N1CCC(CC1)=O (4-piperidone hydrochloride), C([O-])([O-])=O.[K+].[K+] (potassium carbonate), ClC1=CC=C(C(=O)Cl)C=C1 (4-chlorobenzoyl chloride). Run in O1CCCC1 (tetrahydrofuran). Yields the product ClC1=CC=C(C(=O)N2C(CCCC2)=O)C=C1 (4-Chlorobenzoylpiperidone). Yield: 61.6%. Reaction SMILES: Cl.[NH:2]1[CH2:7][CH2:6][C:5](=O)[CH2:4][CH2:3]1.C(=O)([O-])[O-:10].[K+].[K+].[Cl:15][C:16]1[CH:24]=[CH:23][C:19]([C:20](Cl)=[O:21])=[CH:18][CH:17]=1>O1CCCC1>[Cl:15][C:16]1[CH:24]=[CH:23][C:19]([C:20]([N:2]2[CH2:7][CH2:6][CH2:5][CH2:4][C:3]2=[O:10])=[O:21])=[CH:18][CH:17]=1 |f:0.1,2.3.4|. Procedure: 40.0 g (0.26 mol) of 4-piperidone hydrochloride (× H2O) and 38.6 g of potassium carbonate are suspended in 300 ml of tetrahydrofuran. 45.4 g of 4-chlorobenzoyl chloride are added thereto with stirring and the mixture is reacted for 2 hours at ambient temperature and refluxed for 2 hours. The reaction mixture is evaporated down in vacuo, the residue is neutralized with 2N hydrochloric acid and extracted with dichloromethane. 38 g of a viscous oil are obtained from the organic phase after removal ... The reactants are FC(C1=CC=C(C=C1)C1=NC=C(C=N1)C(CCCCCC)=O)(F)F (1-[2-(4-Trifluoromethyl-phenyl)-pyrimidin-5-yl]-heptan-1-one), [BH4-].[Na+] (sodium borohydride). The solvent is C(C)O (ethanol). Conditions: temperature 0 celsius, time 1 hour. Product: FC(C1=CC=C(C=C1)C1=NC=C(C=N1)C(CCCCCC)O)(F)F (racemic 1-[2-(4-Trifluoromethyl-phenyl)-pyrimidin-5-yl]-heptan-1-ol). Reaction SMILES: [F:1][C:2]([F:24])([F:23])[C:3]1[CH:8]=[CH:7][C:6]([C:9]2[N:14]=[CH:13][C:12]([C:15](=[O:22])[CH2:16][CH2:17][CH2:18][CH2:19][CH2:20][CH3:21])=[CH:11][N:10]=2)=[CH:5][CH:4]=1.[BH4-].[Na+]>C(O)C>[F:24][C:2]([F:1])([F:23])[C:3]1[CH:4]=[CH:5][C:6]([C:9]2[N:10]=[CH:11][C:12]([CH:15]([OH:22])[CH2:16][CH2:17][CH2:18][CH2:19][CH2:20][CH3:21])=[CH:13][N:14]=2)=[CH:7][CH:8]=1 |f:1.2|. Procedure details: 1-[2-(4-Trifluoromethyl-phenyl)-pyrimidin-5-yl]-heptan-1-one (1.47 g, 4.36 mmol) is dissolved in ethanol and cooled to 0° C. while stirring under nitrogen. To the flask is added sodium borohydride (165 mg, 4.36 mmol), and the reaction is kept at 0° C. for 1 h., then slowly warmed to room temperature. The reaction is monitored by HPLC. Upon complete consumption of starting material, the reaction is carefully quenched with water, the ethanol removed by rotary evaporator, and extracted with diethyl... Starting materials: [I-].[Na+] (Sodium iodide), CS(=O)(=O)OCCCCC1=CC=C(C=C1)OCC1=CC=CC=C1 (4-[4-(benzyloxy)phenyl]butyl methanesulfonate). The solvent is CC(=O)C (acetone). Reaction conditions: temperature 80 celsius. The product is ICCCCC1=CC=C(C=C1)OCC1=CC=CC=C1 (Benzyl 4-(4-iodobutyl)phenyl Ether). Isolated yield 100.4%. Reaction SMILES: [I-:1].[Na+].CS(O[CH2:8][CH2:9][CH2:10][CH2:11][C:12]1[CH:17]=[CH:16][C:15]([O:18][CH2:19][C:20]2[CH:25]=[CH:24][CH:23]=[CH:22][CH:21]=2)=[CH:14][CH:13]=1)(=O)=O>CC(C)=O>[I:1][CH2:8][CH2:9][CH2:10][CH2:11][C:12]1[CH:17]=[CH:16][C:15]([O:18][CH2:19][C:20]2[CH:25]=[CH:24][CH:23]=[CH:22][CH:21]=2)=[CH:14][CH:13]=1 |f:0.1|. Procedure: Sodium iodide (29.25 g) was dissolved in acetone (195 ml); 4-[4-(benzyloxy)phenyl]butyl methanesulfonate (13 g) was added, followed by refluxing at 80° C. for 1.5 hours. After cooling, the solvent was distilled off; to the residue, ethyl acetate (750 ml) was added; the mixture was washed sequentially with water, an aqueous solution of sodium thiosulfate, and saturated saline. The organic layer was dried over anhydrous magnesium sulfate; the solvent was distilled off under reduced pressure to yie...